The task is: describe an organic reaction: reactants, conditions, products, and yield. This data is from the Open Reaction Database (ORD), a public repository of structured organic reaction records. The reactants are [H-].[Al+3].[Li+].[H-].[H-].[H-] (lithium aluminum hydride), C(CCC)N1C(=CC=C1)C(C)=O (1-butyl-2-acetylpyrrole). Run in O1CCCC1 (tetrahydrofuran), O1CCCC1 (tetrahydrofuran). Reaction conditions: temperature 0 celsius. Product: C(CCC)N1C(=CC=C1)C(C)O (1-butyl-2-α-hydroxyethylpyrrole). As a reaction SMILES: [H-].[Al+3].[Li+].[H-].[H-].[H-].[CH2:7]([N:11]1[CH:15]=[CH:14][CH:13]=[C:12]1[C:16](=[O:18])[CH3:17])[CH2:8][CH2:9][CH3:10]>O1CCCC1>[CH2:7]([N:11]1[CH:15]=[CH:14][CH:13]=[C:12]1[CH:16]([OH:18])[CH3:17])[CH2:8][CH2:9][CH3:10] |f:0.1.2.3.4.5|. Procedure details: To a stirred suspension of 4 g (130 mmol) of lithium aluminum hydride in 300 ml of anhydrous tetrahydrofuran was added dropwise, at room temperature, a solution of 27 g (160 mmol) of 1-butyl-2-acetylpyrrole in 200 ml of anhydrous tetrahydrofuran. The reaction mixture was refluxed for 30 minutes, cooled to 0° C. and the excess reagent destroyed by carefully adding ethyl acetate, saturated sodium sulfate solution and solid anhydrous sodium sulfate. The insoluble material was separated by filtratio...